Dataset: the Open Reaction Database (ORD), a public repository of structured organic reaction records. Task: describe an organic reaction: reactants, conditions, products, and yield Reactants: C1(=CC=CC=C1)OC(NC=1C(=NC(=C(C1)C)C)OC)=S (Phenyl-N-(5,6-dimethyl-2-methoxypyridin-3-yl)thiocarbamate), COC1=C(C=CC=C1)N1CCNCC1 (1-(2-methoxyphenyl)piperazine). Yields the product CC=1C=C(C(=NC1C)OC)NC(=O)N1CCN(CC1)C1=C(C=CC=C1)OC (1-[(5,6-dimethyl-2-methoxypyridin-3-yl)aminocarbonyl]-4-(2-methoxyphenyl) piperazine). Isolated yield 70.0%. RXN SMILES: C1([O:7][C:8](=S)[NH:9][C:10]2[C:11]([O:18][CH3:19])=[N:12][C:13]([CH3:17])=[C:14]([CH3:16])[CH:15]=2)C=CC=CC=1.[CH3:21][O:22][C:23]1[CH:28]=[CH:27][CH:26]=[CH:25][C:24]=1[N:29]1[CH2:34][CH2:33][NH:32][CH2:31][CH2:30]1>>[CH3:16][C:14]1[CH:15]=[C:10]([NH:9][C:8]([N:32]2[CH2:31][CH2:30][N:29]([C:24]3[CH:25]=[CH:26][CH:27]=[CH:28][C:23]=3[O:22][CH3:21])[CH2:34][CH2:33]2)=[O:7])[C:11]([O:18][CH3:19])=[N:12][C:13]=1[CH3:17]. Procedure details: Phenyl-N-(5,6-dimethyl-2-methoxypyridin-3-yl)thiocarbamate and 1-(2-methoxyphenyl)piperazine were reacted by the same way with the example 1 to obtain the titled compound.